From a dataset of the Open Reaction Database (ORD), a public repository of structured organic reaction records. describe an organic reaction: reactants, conditions, products, and yield Starting materials: C[Si](C(C)(C)C)(C)Cl (Dimethyl-(1,1-dimethylethyl)silyl chloride), N1C=NC=C1 (imidazole), OC(C1=CC=CC2=CC=CC=C12)C1=CC2=C(N(C(N(C2=O)C)=O)CC(C)C)S1 ((±)6-(1-hydroxy-1-[1-naphthalenyl]methyl)-3-methyl-1-(2-methylpropyl)thieno[2,3-d]pyrimidin-2,4(1H,3H)-dione). Solvent: CN(C=O)C (dimethylformamide). Run at time 3 day. The product is C[Si](OC(C1=CC=CC2=CC=CC=C12)C1=CC2=C(N(C(N(C2=O)C)=O)CC(C)C)S1)(C(C)(C)C)C ((±) 6-(1-[Dimethyl-(1,1-dimethylethyl)silyloxy]-1-[1-naphthalenyl]methyl)-3-methyl-1-(2-methylpropyl)thieno[2,3-d]pyrimidin-2,4(1H,3H)-dione). Isolated yield 72.9%. RXN SMILES: [CH3:1][Si:2](Cl)([CH3:7])[C:3]([CH3:6])([CH3:5])[CH3:4].N1C=CN=C1.[OH:14][CH:15]([C:26]1[S:41][C:29]2[N:30]([CH2:37][CH:38]([CH3:40])[CH3:39])[C:31](=[O:36])[N:32]([CH3:35])[C:33](=[O:34])[C:28]=2[CH:27]=1)[C:16]1[C:25]2[C:20](=[CH:21][CH:22]=[CH:23][CH:24]=2)[CH:19]=[CH:18][CH:17]=1>CN(C)C=O>[CH3:1][Si:2]([CH3:7])([C:3]([CH3:6])([CH3:5])[CH3:4])[O:14][CH:15]([C:26]1[S:41][C:29]2[N:30]([CH2:37][CH:38]([CH3:39])[CH3:40])[C:31](=[O:36])[N:32]([CH3:35])[C:33](=[O:34])[C:28]=2[CH:27]=1)[C:16]1[C:25]2[C:20](=[CH:21][CH:22]=[CH:23][CH:24]=2)[CH:19]=[CH:18][CH:17]=1. Reported procedure: Dimethyl-(1,1-dimethylethyl)silyl chloride (230 mg) and imidazole (130 mg) were added to a solution of (±)6-(1-hydroxy-1-[1-naphthalenyl]methyl)-3-methyl-1-(2-methylpropyl)thieno[2,3-d]pyrimidin-2,4(1H,3H)-dione (500 mg) in dimethylformamide (10 ml). The solution was stirred at ambient temperature for 3 days. The reaction mixture was quenched with dilute hydrochloric acid and extracted with ethyl acetate. The organic phase was separated and washed twice with dilute hydrochloric acid and once wit...